From a dataset of the Open Reaction Database (ORD), a public repository of structured organic reaction records. describe an organic reaction: reactants, conditions, products, and yield Reactants: O=C([O-])[O-], CN(C)C=O, CN(C)CCCl, Cl, [K+], [K+], O=[N+]([O-])c1cccc2[nH]ncc12. Yields the product CN(C)CCn1cc2c([N+](=O)[O-])cccc2n1. As a reaction SMILES: [C:13](=[O:14])([O-:15])[O-:16].[CH3:26][N:27]([CH3:28])[CH:29]=[O:30].[Cl:20][CH2:21][CH2:22][N:23]([CH3:24])[CH3:25].[ClH:19].[K+:17].[K+:18].[N+:1](=[O:2])([O-:3])[c:4]1[c:5]2[cH:6][n:7][nH:8][c:9]2[cH:10][cH:11][cH:12]1>>[N+:1](=[O:2])([O-:3])[c:4]1[c:5]2[cH:6][n:7]([CH2:21][CH2:22][N:23]([CH3:24])[CH3:25])[n:8][c:9]2[cH:10][cH:11][cH:12]1. Reactants: C(C)OP(=O)(OCC)/C=C/C=1C(=NN(C1)C1=CC=CC=C1)OCC1=CC(=C(OCC=2N=C(OC2C)C=2C=C(C(=O)OC)C=CC2)C=C1)OC (methyl 3-[4-({4-[({4-[(E)-2-(diethoxyphosphoryl)ethenyl]-1-phenyl-1H-pyrazol-3-yl}oxy)methyl]-2-methoxyphenoxy}methyl)-5-methyl-1,3-oxazol-2-yl]benzoate), O1CCCC1 (tetrahydrofuran), [OH-].[Na+] (sodium hydroxide), Cl (hydrochloric acid). Solvent: CO (methanol), O (water). The product is C(C)OP(=O)(OCC)/C=C/C=1C(=NN(C1)C1=CC=CC=C1)OCC1=CC(=C(OCC=2N=C(OC2C)C=2C=C(C(=O)O)C=CC2)C=C1)OC (3-[4-({4-[({4-[(E)-2-(diethoxyphosphoryl)ethenyl]-1-phenyl-1H-pyrazol-3-yl}oxy)methyl]-2-methoxyphenoxy}methyl)-5-methyl-1,3-oxazol-2-yl]benzoic acid). Yield: 67.2%. RXN SMILES: [CH2:1]([O:3][P:4](/[CH:9]=[CH:10]/[C:11]1[C:12]([O:22][CH2:23][C:24]2[CH:47]=[CH:46][C:27]([O:28][CH2:29][C:30]3[N:31]=[C:32]([C:36]4[CH:37]=[C:38]([CH:43]=[CH:44][CH:45]=4)[C:39]([O:41]C)=[O:40])[O:33][C:34]=3[CH3:35])=[C:26]([O:48][CH3:49])[CH:25]=2)=[N:13][N:14]([C:16]2[CH:21]=[CH:20][CH:19]=[CH:18][CH:17]=2)[CH:15]=1)([O:6][CH2:7][CH3:8])=[O:5])[CH3:2].O1CCCC1.[OH-].[Na+].Cl>O.CO>[CH2:7]([O:6][P:4](/[CH:9]=[CH:10]/[C:11]1[C:12]([O:22][CH2:23][C:24]2[CH:47]=[CH:46][C:27]([O:28][CH2:29][C:30]3[N:31]=[C:32]([C:36]4[CH:37]=[C:38]([CH:43]=[CH:44][CH:45]=4)[C:39]([OH:41])=[O:40])[O:33][C:34]=3[CH3:35])=[C:26]([O:48][CH3:49])[CH:25]=2)=[N:13][N:14]([C:16]2[CH:17]=[CH:18][CH:19]=[CH:20][CH:21]=2)[CH:15]=1)([O:3][CH2:1][CH3:2])=[O:5])[CH3:8] |f:2.3|. Procedure details: To a mixture of methyl 3-[4-({4-[({4-[(E)-2-(diethoxyphosphoryl)ethenyl]-1-phenyl-1H-pyrazol-3-yl}oxy)methyl]-2-methoxyphenoxy}methyl)-5-methyl-1,3-oxazol-2-yl]benzoate (0.38 g), tetrahydrofuran (2 mL) and methanol (2 mL) was added 1N aqueous sodium hydroxide solution (2 mL), and the mixture was heated under reflux for 1 hr. To the reaction mixture were added 1N hydrochloric acid (2 mL) and water, and the mixture was extracted with ethyl acetate. The organic layer was washed with saturated brine... The reactants are CN1C(COC2=C1C=CC(=C2)OC)=O (4-methyl-7-methoxy-3,4-dihydro-2H-[1,4]benzoxazin-3-one). Run in C1CCOC1 (THF). Product: CN1CCOC2=C1C=CC(=C2)OC (4-methyl-7-methoxy-3,4-dihydro-2H-[1,4]benzoxazine). RXN SMILES: [CH3:1][N:2]1[C:7]2[CH:8]=[CH:9][C:10]([O:12][CH3:13])=[CH:11][C:6]=2[O:5][CH2:4][C:3]1=O>C1COCC1>[CH3:1][N:2]1[C:7]2[CH:8]=[CH:9][C:10]([O:12][CH3:13])=[CH:11][C:6]=2[O:5][CH2:4][CH2:3]1. Procedure: Still following the procedure of Example 1, 21 g of 4-methyl-7-methoxy-3,4-dihydro-2H-[1,4]benzoxazin-3-one were reduced with 1M BH3 in THF solution. The reaction was carried out and the product isolated by the procedure of Example 1 to yield 4-methyl-7-methoxy-3,4-dihydro-2H-[1,4]benzoxazine; B.P.=105° C. at 0.025 torr; yield=16 g. Following the procedure of Example 1, 16 g of the above 4-methyl-7-methoxy-2H-[1,4]benzoxazine was subjected to a Birch reduction with lithium metal in anhydrous amm... Reaction SMILES: [Cl:1][C:2]1[CH:3]=[C:4]2[C:10]([C:11]3[N:16]=[C:15]([NH:17][C@H:18]4[CH2:23][CH2:22][CH2:21][CH2:20][C@@H:19]4[NH2:24])[C:14]([F:25])=[CH:13][N:12]=3)=[CH:9][N:8]([S:26]([C:29]3[CH:35]=[CH:34][C:32]([CH3:33])=[CH:31][CH:30]=3)(=[O:28])=[O:27])[C:5]2=[N:6][CH:7]=1.CCN(C(C)C)C(C)C.Cl[C:46]([O:48][CH3:49])=[O:47]>ClCCl.CCOC(C)=O>[Cl:1][C:2]1[CH:3]=[C:4]2[C:10]([C:11]3[N:16]=[C:15]([NH:17][C@H:18]4[CH2:23][CH2:22][CH2:21][CH2:20][C@@H:19]4[NH:24][C:46](=[O:47])[O:48][CH3:49])[C:14]([F:25])=[CH:13][N:12]=3)=[CH:9][N:8]([S:26]([C:29]3[CH:30]=[CH:31][C:32]([CH3:33])=[CH:34][CH:35]=3)(=[O:28])=[O:27])[C:5]2=[N:6][CH:7]=1. Run in ClCCl (dichloromethane), CCOC(=O)C (EtOAc). Run at time 35 minute. Product: ClC=1C=C2C(=NC1)N(C=C2C2=NC=C(C(=N2)N[C@@H]2[C@H](CCCC2)NC(OC)=O)F)S(=O)(=O)C2=CC=C(C)C=C2 (methyl (1S,2S)-2-(2-(5-chloro-1-tosyl-1H-pyrrolo[2,3-b]pyridin-3-yl)-5-fluoro-pyrimidin-4-ylamino)cyclohexylcarbamate). Starting materials: CCN(C(C)C)C(C)C (iPr2NEt), ClC(=O)OC (methyl chloroformate), ClC=1C=C2C(=NC1)N(C=C2C2=NC=C(C(=N2)N[C@@H]2[C@H](CCCC2)N)F)S(=O)(=O)C2=CC=C(C)C=C2 ((1S,2S)—N1-(2-(5-chloro-1-tosyl-1H-pyrrolo[2,3-b]pyridin-3-yl)-5-fluoropyrimidin-4-yl)cyclohexane-1,2-diamine), ClC=1C=C2C(=NC1)N(C=C2C2=NC=C(C(=N2)N[C@@H]2[C@H](CCCC2)N)F)S(=O)(=O)C2=CC=C(C)C=C2 ((1S,2S)—N1-(2-(5-chloro-1-tosyl-1H-pyrrolo[2,3-b]pyridin-3-yl)-5-fluoropyrimidin-4-yl)cyclohexane-1,2-diamine). Procedure: To a mixture of (1S,2S)—N1-(2-(5-chloro-1-tosyl-1H-pyrrolo[2,3-b]pyridin-3-yl)-5-fluoropyrimidin-4-yl)cyclohexane-1,2-diamine, 23b, (0.18 g, 0.35 mmol) in dichloromethane (4 mL) at room temperature was added iPr2NEt (0.12 mL, 0.70 mmol) followed by methyl chloroformate (0.03 mL, 0.37 mmol). After 35 minutes. the mixture was diluted with EtOAc, washed successively with aqueous saturated NH4Cl and aqueous saturated NaHCO3 and brine, dried over Na2SO4 filtered and concentrated in vacuo to provide t... Starting materials: Cl (hydrogen chloride), Cl.CN(C1CCC=2NC3=C(C=C(C=C3C2C1)C)C)C (3-(dimethylamino)-6,8-dimethyl-1,2,3,4-tetrahydrocarbazole hydrochloride). Solvent: CCOCC (ether). Yields the product CN(C1CCC=2NC3=C(C=C(C=C3C2C1)C)C)C (3-(Dimethylamino)-6,8-dimethyl-1,2,3,4-tetrahydrocarbazole). Reaction SMILES: Cl.Cl.[CH3:3][N:4]([CH3:20])[CH:5]1[CH2:17][C:16]2[C:15]3[C:10](=[C:11]([CH3:19])[CH:12]=[C:13]([CH3:18])[CH:14]=3)[NH:9][C:8]=2[CH2:7][CH2:6]1>CCOCC>[CH3:3][N:4]([CH3:20])[CH:5]1[CH2:17][C:16]2[C:15]3[C:10](=[C:11]([CH3:19])[CH:12]=[C:13]([CH3:18])[CH:14]=3)[NH:9][C:8]=2[CH2:7][CH2:6]1 |f:1.2|. Procedure details: Following the procedure given in Example 3 and using 9 g. of 4-dimethylaminocyclohexanone and 11 g. of 2,4-dimethylphenylhydrazine hydrochloride there was obtained, after treatment of the free base in ether with ethereal hydrogen chloride, 10.9 g. of 3-(dimethylamino)-6,8-dimethyl-1,2,3,4-tetrahydrocarbazole hydrochloride; m.p. 312°-315° C.